This data is from the Open Reaction Database (ORD), a public repository of structured organic reaction records. The task is: describe an organic reaction: reactants, conditions, products, and yield Reactants: CN1CC=2N(C3=C(C1=O)C=CC=C3)C=NC2C(N)=NO (5,6-dihydro-5-methyl-6-oxo-4H-imidazo[1,5-a][1,4]benzodiazepine-3-carboxamidoxime), ClCC(=O)OC(CCl)=O (chloroacetic anhydride). Solvent: CN(C=O)C (N,N-dimethylformamide). The product is ClCC1=NC(=NO1)C=1N=CN2C1CN(C(C1=C2C=CC=C1)=O)C (3-(5-chloromethyl-1,2,4-oxadiazol-3-yl)-5,6-dihydro-5-methyl-4H-imidazo[1,5-a][1,4]benzodiazepin-6-one). Yield: 70.5%. As a reaction SMILES: [CH3:1][N:2]1[C:8](=[O:9])[C:7]2[CH:10]=[CH:11][CH:12]=[CH:13][C:6]=2[N:5]2[CH:14]=[N:15][C:16]([C:17](=[N:19][OH:20])[NH2:18])=[C:4]2[CH2:3]1.[Cl:21][CH2:22][C:23](OC(=O)CCl)=O>CN(C)C=O>[Cl:21][CH2:22][C:23]1[O:20][N:19]=[C:17]([C:16]2[N:15]=[CH:14][N:5]3[C:6]4[CH:13]=[CH:12][CH:11]=[CH:10][C:7]=4[C:8](=[O:9])[N:2]([CH3:1])[CH2:3][C:4]=23)[N:18]=1. Procedure: 4.60 g (16.95 mmol) 5,6-dihydro-5-methyl-6-oxo-4H-imidazo[1,5-a][1,4]benzodiazepine-3-carboxamidoxime were stirred with 3.19 g (18.65 mmol) of chloroacetic anhydride in 25 ml of N,N-dimethylformamide at room temperature for 30 minutes and at 105° for 2 hours. The reaction mixture was evaporated, the residue was dissolved in methylene chloride and the solution was washed with saturated sodium bicarbonate solution. After drying over magnesium sulfate the solution was concentrated and the crystalli... Reactants: CC(=O)Cl, O=C(NC1CCCNC1)c1c[nH]c2c(-c3c(OCC4CC4)ccc4c3OCO4)ncnc12. Yields the product CC(=O)N1CCCC(NC(=O)c2c[nH]c3c(-c4c(OCC5CC5)ccc5c4OCO5)ncnc23)C1. RXN SMILES: [CH3:33][C:34]([Cl:35])=[O:36].[NH:1]1[CH2:2][CH:3]([NH:7][C:8](=[O:9])[c:10]2[cH:11][nH:12][c:13]3[c:14]2[n:15][cH:16][n:17][c:18]3-[c:19]2[c:20]([O:28][CH2:29][CH:30]3[CH2:31][CH2:32]3)[cH:21][cH:22][c:23]3[c:27]2[O:26][CH2:25][O:24]3)[CH2:4][CH2:5][CH2:6]1>>[N:1]1([C:34]([CH3:33])=[O:36])[CH2:2][CH:3]([NH:7][C:8](=[O:9])[c:10]2[cH:11][nH:12][c:13]3[c:14]2[n:15][cH:16][n:17][c:18]3-[c:19]2[c:20]([O:28][CH2:29][CH:30]3[CH2:31][CH2:32]3)[cH:21][cH:22][c:23]3[c:27]2[O:26][CH2:25][O:24]3)[CH2:4][CH2:5][CH2:6]1. Reactants: C1CCOC1, COC(=O)C1Cc2cc3c(cc2CN1C(=O)OC(C)(C)C)OC(c1ccc(OCc2ccc(Cl)c(Cl)c2)cc1)CN3C, CO, Cl, [Li+], [OH-]. Product: CN1CC(c2ccc(OCc3ccc(Cl)c(Cl)c3)cc2)Oc2cc3c(cc21)CC(C(=O)O)N(C(=O)OC(C)(C)C)C3. Reaction SMILES: [CH2:46]1[O:47][CH2:48][CH2:49][CH2:50]1.[CH3:1][O:2][C:3](=[O:4])[CH:5]1[N:6]([C:36](=[O:37])[O:38][C:39]([CH3:40])([CH3:41])[CH3:42])[CH2:7][c:8]2[cH:9][c:10]3[c:15]([cH:16][c:17]2[CH2:18]1)[N:14]([CH3:19])[CH2:13][CH:12]([c:20]1[cH:21][cH:22][c:23]([O:26][CH2:27][c:28]2[cH:29][c:30]([Cl:35])[c:31]([Cl:34])[cH:32][cH:33]2)[cH:24][cH:25]1)[O:11]3.[CH3:51][OH:52].[ClH:45].[Li+:43].[OH-:44]>>[O:2]=[C:3]([OH:4])[CH:5]1[N:6]([C:36](=[O:37])[O:38][C:39]([CH3:40])([CH3:41])[CH3:42])[CH2:7][c:8]2[cH:9][c:10]3[c:15]([cH:16][c:17]2[CH2:18]1)[N:14]([CH3:19])[CH2:13][CH:12]([c:20]1[cH:21][cH:22][c:23]([O:26][CH2:27][c:28]2[cH:29][c:30]([Cl:35])[c:31]([Cl:34])[cH:32][cH:33]2)[cH:24][cH:25]1)[O:11]3. Starting materials: NC1=CC2=CC=CC=C2C=C1NC (2-amino-3-methylamino-naphthalene), S(=O)(=O)(N)N (sulfamide). The solvent is COCCOCCOC (diglyme). Run at temperature 160 celsius. Yields the product CN1S(NC=2C1=CC1=CC=CC=C1C2)(=O)=O (1-Methyl-1,3-dihydro-2-thia-1,3-diaza-cyclopenta[b]naphthalene 2,2-dioxide). Isolated yield 69.7%. RXN SMILES: [NH2:1][C:2]1[C:11]([NH:12][CH3:13])=[CH:10][C:9]2[C:4](=[CH:5][CH:6]=[CH:7][CH:8]=2)[CH:3]=1.[S:14](N)(N)(=[O:16])=[O:15]>COCCOCCOC>[CH3:13][N:12]1[C:11]2=[CH:10][C:9]3[C:4]([CH:3]=[C:2]2[NH:1][S:14]1(=[O:16])=[O:15])=[CH:5][CH:6]=[CH:7][CH:8]=3. Procedure details: A solution of 2-amino-3-methylamino-naphthalene (168 mg, 0.98 mmol) and sulfamide (44 mg, 0.98 mmol) in anhydrous diglyme (2 mL) was added dropwise over 5 minutes to a flask heated in a 160° C. oil bath. The reaction mixture was heated at 160° C. for an additional 30 minutes, then cooled to room temperature and evaporated under vacuum. The residue was partitioned between ethyl acetate (20 mL) and 2N hydrochloric acid (10 mL). The organic phase was washed with 2N hydrochloric acid (10 mL) and bri... Starting materials: CCCC=Cc1ccccc1C=CC(=O)OCC, CO, CCOC(C)=O, Cl, [K+], [OH-]. Yields the product CCCC=Cc1ccccc1C=CC(=O)O. Reaction SMILES: [CH2:1]([CH3:2])[O:3][C:4]([CH:5]=[CH:6][c:7]1[c:8]([CH:13]=[CH:14][CH2:15][CH2:16][CH3:17])[cH:9][cH:10][cH:11][cH:12]1)=[O:18].[CH3:22][OH:23].[CH3:24][CH2:25][O:26][C:27](=[O:28])[CH3:29].[ClH:21].[K+:20].[OH-:19]>>[O:3]=[C:4]([CH:5]=[CH:6][c:7]1[c:8]([CH:13]=[CH:14][CH2:15][CH2:16][CH3:17])[cH:9][cH:10][cH:11][cH:12]1)[OH:18]. The reactants are [Na] (sodium), C[Si](OC(=C)C1CCN(CC1)C(=O)OC(C)(C)C)(C)C (tert-butyl 4-{1-[(trimethylsilyl)oxy]vinyl}piperidine-1-carboxylate), C1CC(=O)N(C1=O)Br (NBS), C([O-])(O)=O.[Na+] (sodium bicarbonate). Solvent: C1CCOC1 (THF). Conditions: temperature 0 celsius, time 1.5 hour. Product: BrCC(=O)C1CCN(CC1)C(=O)OC(C)(C)C (tert-butyl 4-(bromoacetyl)piperidine-1-carboxylate). As a reaction SMILES: C[Si](C)(C)[O:3][C:4]([CH:6]1[CH2:11][CH2:10][N:9]([C:12]([O:14][C:15]([CH3:18])([CH3:17])[CH3:16])=[O:13])[CH2:8][CH2:7]1)=[CH2:5].C(=O)(O)[O-].[Na+].C1C(=O)N([Br:33])C(=O)C1.[Na]>C1COCC1>[Br:33][CH2:3][C:4]([CH:6]1[CH2:11][CH2:10][N:9]([C:12]([O:14][C:15]([CH3:18])([CH3:17])[CH3:16])=[O:13])[CH2:8][CH2:7]1)=[O:5] |f:1.2,^1:33|. Procedure: Dissolve the title compound from Step A above (6.0 g, 20 mmol) in THF (120 mL), cool to 0° C. and add sodium bicarbonate. To the resulting suspension was added NBS and the mixture stirred for 1.5 h. TLC showed no starting material left. Poured reaction into sat'd aqueous sodium buicarbonate solution (200 mL) and extracted with ether (2×200 mL). The organics were combined, washed with water and brine, dried over magnesium sulfate, filtered and concentrated under vacuum. The resulting product (6.4... Reactants: C1CCOC1, CC(C)(C)[O-], CCOC(C)=O, CI, [K+], N#CC1(c2cccc(Sc3ccc4c(c3)[nH]c(=O)c3nnc(-c5ccccc5)n34)c2)CCOCC1, O. The product is Cn1c(=O)c2nnc(-c3ccccc3)n2c2ccc(Sc3cccc(C4(C#N)CCOCC4)c3)cc21. As a reaction SMILES: [CH2:44]1[O:45][CH2:46][CH2:47][CH2:48]1.[CH3:36][C:37]([CH3:38])([O-:39])[CH3:40].[CH3:49][CH2:50][O:51][C:52]([CH3:53])=[O:54].[I:42][CH3:43].[K+:41].[O:1]=[c:2]1[c:3]2[n:4]([c:5]3[cH:6][cH:7][c:8]([S:12][c:13]4[cH:14][c:15]([C:19]5([C:25]#[N:26])[CH2:20][CH2:21][O:22][CH2:23][CH2:24]5)[cH:16][cH:17][cH:18]4)[cH:9][c:10]3[nH:11]1)[c:27](-[c:30]1[cH:31][cH:32][cH:33][cH:34][cH:35]1)[n:28][n:29]2.[OH2:55]>>[O:1]=[c:2]1[c:3]2[n:4]([c:5]3[cH:6][cH:7][c:8]([S:12][c:13]4[cH:14][c:15]([C:19]5([C:25]#[N:26])[CH2:20][CH2:21][O:22][CH2:23][CH2:24]5)[cH:16][cH:17][cH:18]4)[cH:9][c:10]3[n:11]1[CH3:36])[c:27](-[c:30]1[cH:31][cH:32][cH:33][cH:34][cH:35]1)[n:28][n:29]2.